This data is from the Open Reaction Database (ORD), a public repository of structured organic reaction records. The task is: describe an organic reaction: reactants, conditions, products, and yield Reactants: BrCc1ccccc1, CCOP(=O)(Cc1ccc(C(=O)Nc2ccc(Cl)cc2)cc1)OCC, C1CCOC1, [H-], [Na+], O. The product is CCOP(=O)(Cc1ccc(C(=O)N(Cc2ccccc2)c2ccc(Cl)cc2)cc1)OCC. RXN SMILES: [Br:28][CH2:29][c:30]1[cH:31][cH:32][cH:33][cH:34][cH:35]1.[CH2:1]([CH3:2])[O:3][P:4](=[O:5])([O:6][CH2:7][CH3:8])[CH2:9][c:10]1[cH:11][cH:12][c:13]([C:14](=[O:15])[NH:16][c:17]2[cH:18][cH:19][c:20]([Cl:23])[cH:21][cH:22]2)[cH:24][cH:25]1.[CH2:37]1[O:38][CH2:39][CH2:40][CH2:41]1.[H-:26].[Na+:27].[OH2:36]>>[CH2:1]([CH3:2])[O:3][P:4](=[O:5])([O:6][CH2:7][CH3:8])[CH2:9][c:10]1[cH:11][cH:12][c:13]([C:14](=[O:15])[N:16]([c:17]2[cH:18][cH:19][c:20]([Cl:23])[cH:21][cH:22]2)[CH2:29][c:30]2[cH:31][cH:32][cH:33][cH:34][cH:35]2)[cH:24][cH:25]1. Reactants: OCCN1CCN(CC1)C(=O)OC(C)(C)C (t-butyl 4-(2-hydroxyethyl)piperazine-1-carboxylate), [H-].[Na+] (sodium hydride), FC1=C(C#N)C(=CC=C1)F (2,6-difluorobenzonitrile). Solvent: CN(C=O)C (dimethylformamide), CN(C=O)C (dimethylformamide). Conditions: temperature 40 celsius, time 16 hour. Product: C(C)(C)(C)OC(=O)N1CCN(CC1)CCOC1=C(C(=CC=C1)F)C#N (4-[2-(2-Cyano-3-fluoro-phenoxy)-ethyl]-piperazine-1-carboxylic Acid tert-butyl Ester). Yield: 73.0%. RXN SMILES: [OH:1][CH2:2][CH2:3][N:4]1[CH2:9][CH2:8][N:7]([C:10]([O:12][C:13]([CH3:16])([CH3:15])[CH3:14])=[O:11])[CH2:6][CH2:5]1.[H-].[Na+].[F:19][C:20]1[CH:27]=[CH:26][CH:25]=[C:24](F)[C:21]=1[C:22]#[N:23]>CN(C)C=O>[C:13]([O:12][C:10]([N:7]1[CH2:8][CH2:9][N:4]([CH2:3][CH2:2][O:1][C:24]2[CH:25]=[CH:26][CH:27]=[C:20]([F:19])[C:21]=2[C:22]#[N:23])[CH2:5][CH2:6]1)=[O:11])([CH3:16])([CH3:15])[CH3:14] |f:1.2|. Procedure: t-butyl 4-(2-hydroxyethyl)piperazine-1-carboxylate (0.6 g; 2.6 mmol) was added to a suspension of sodium hydride (125 mg; 3.1 mmol) in 5 mL of anhydrous dimethylformamide at 0° C. Mixture was then heated to 40° C. for 2 hours. Anion was cooled to room temperature and added to a 0° C. mixture of 2,6-difluorobenzonitrile in 5 mL of dimethylformamide. After 16 hours at room temperature, reaction was quenched over 20 g of ice, mixture was extracted 4×50 mL with ethyl acetate. Combined organics was w...